From a dataset of the Open Reaction Database (ORD), a public repository of structured organic reaction records. describe an organic reaction: reactants, conditions, products, and yield The reactants are COC=1C=C(C(=O)O)C=C(N1)CCC(C)C (2-methoxy-6-(3-methyl-butyl)-isonicotinic acid), CC1(OC[C@H](O1)COC1=C(C=C(C(=N)NO)C=C1C)CC)C ((R)-4-(2,2-dimethyl-[1,3]dioxolan-4-ylmethoxy)-3-ethyl-N-hydroxy-5-methyl-benzamidine). Yields the product C(C)C1=C(OC[C@H](CO)O)C(=CC(=C1)C1=NOC(=N1)C1=CC(=NC(=C1)CCC(C)C)OC)C ((S)-3-(2-Ethyl-4-{5-[2-methoxy-6-(3-methyl-butyl)-pyridin-4-yl]-[1,2,4]oxadiazol-3-yl}-6-methyl-phenoxy)-propane-1,2-diol). RXN SMILES: [CH3:1][O:2][C:3]1[CH:4]=[C:5]([CH:9]=[C:10]([CH2:12][CH2:13][CH:14]([CH3:16])[CH3:15])[N:11]=1)[C:6]([OH:8])=O.CC1(C)[O:22][C@H:21]([CH2:23][O:24][C:25]2[C:34]([CH3:35])=[CH:33][C:28]([C:29]([NH:31]O)=[NH:30])=[CH:27][C:26]=2[CH2:36][CH3:37])[CH2:20][O:19]1>>[CH2:36]([C:26]1[CH:27]=[C:28]([C:29]2[N:31]=[C:6]([C:5]3[CH:9]=[C:10]([CH2:12][CH2:13][CH:14]([CH3:16])[CH3:15])[N:11]=[C:3]([O:2][CH3:1])[CH:4]=3)[O:8][N:30]=2)[CH:33]=[C:34]([CH3:35])[C:25]=1[O:24][CH2:23][C@@H:21]([OH:22])[CH2:20][OH:19])[CH3:37]. Reported procedure: The title compound is prepared in analogy to Example 1 starting from 2-methoxy-6-(3-methyl-butyl)-isonicotinic acid and (R)-4-(2,2-dimethyl-[1,3]dioxolan-4-ylmethoxy)-3-ethyl-N-hydroxy-5-methyl-benzamidine; LC-MS: tR=1.14 min, [M+H]+=456.16; 1H NMR (CDCl3): δ 1.00 (d, J=6.3 Hz, 6H), 1.33 (t, J=7.5 Hz, 3H), 1.64-1.74 (m, 3H), 2.41 (s, 3H), 2.77 (q, J=7.5 Hz, 2H), 2.81-2.86 (m, 2H), 3.82-3.94 (m, 2H), 3.94-3.98 (m, 2H), 4.03 (s, 3H), 4.14-4.21 (m, 1H), 7.32 (d, J=0.8 Hz, 1H), 7.49 (d, J=0.8 Hz, 1H... Reactants: COC(C1=C(C=CC=C1)C#N)=O (methyl-2-cyanobenzoate), [H-].[Al+3].[Li+].[H-].[H-].[H-] (lithium aluminum hydride). The solvent is C(C)OCC (ethyl ether), C(C)OCC (ethyl ether), CCOCC (ether). The product is NCC1=C(CO)C=CC=C1 (2-(aminomethyl)benzyl alcohol). The yield is 81.8%. Reaction SMILES: C[O:2][C:3](=O)[C:4]1[CH:9]=[CH:8][CH:7]=[CH:6][C:5]=1[C:10]#[N:11].[H-].[Al+3].[Li+].[H-].[H-].[H-]>C(OCC)C>[NH2:11][CH2:10][C:5]1[CH:6]=[CH:7][CH:8]=[CH:9][C:4]=1[CH2:3][OH:2] |f:1.2.3.4.5.6|. Procedure: A solution of methyl-2-cyanobenzoate (10 g, 62.11 mmol) in ethyl ether (300 mL) was added dropwise to a slurry of lithium aluminum hydride in ethyl ether (200 mL). After the addition was complete, more ether was added (200 mL) and the mixture heated at reflux for 2 h. The cooled reaction mixture was quenched by careful addition of succesive amounts of water (7.1 mL), 1N sodium hydroxide solution (7.1 mL) and water (21.3 mL). The reaction was filtered and evaporated to give 6.96 g (50.8 mmol) of ...